This data is from the Open Reaction Database (ORD), a public repository of structured organic reaction records. The task is: describe an organic reaction: reactants, conditions, products, and yield Reactants: C1(C=CCC1)ON=C(C(=O)NC1[C@@H]2N(C(=C(CS2)C=C)C(=O)O)C1=O)C=1N=C(SC1)NC=O (7-[2-(2-cyclopenten-1-yloxyimino)-2-(2-formamidothiazol-4-yl)acetamido]-3-vinyl-3-cephem 4-carboxylic acid), Cl (hydrochloric acid), C([O-])(O)=O.[Na+] (sodium bicarbonate), O (water), Cl (hydrochloric acid). The solvent is CO (methanol), O1CCCC1 (tetrahydrofuran), C(C)(=O)OCC (ethyl acetate). Run at time 2.5 hour. Yields the product C1(C=CCC1)ON=C(C(=O)NC1[C@@H]2N(C(=CCS2)C(=O)O)C1=O)C=1N=C(SC1)N (7-[2-(2-cyclopenten-1-yloxyimino)-2-(2-aminothiazol-4-yl)acetamido]-3-cephem-4carboxylic acid). Yield: 97.9%. RXN SMILES: [CH:1]1([O:6][N:7]=[C:8]([C:26]2[N:27]=[C:28]([NH:31]C=O)[S:29][CH:30]=2)[C:9]([NH:11][CH:12]2[C:24](=[O:25])[N:14]3[C:15]([C:21]([OH:23])=[O:22])=[C:16](C=C)[CH2:17][S:18][C@H:13]23)=[O:10])[CH2:5][CH2:4][CH:3]=[CH:2]1.Cl.O.C(=O)(O)[O-].[Na+]>CO.O1CCCC1.C(OCC)(=O)C>[CH:1]1([O:6][N:7]=[C:8]([C:26]2[N:27]=[C:28]([NH2:31])[S:29][CH:30]=2)[C:9]([NH:11][CH:12]2[C:24](=[O:25])[N:14]3[C:15]([C:21]([OH:23])=[O:22])=[CH:16][CH2:17][S:18][C@H:13]23)=[O:10])[CH2:5][CH2:4][CH:3]=[CH:2]1 |f:3.4|. Procedure details: A mixture of 7-[2-(2-cyclopenten-1-yloxyimino)-2-(2-formamidothiazol-4-yl)acetamido]-3-vinyl-3-cephem 4-carboxylic acid (syn isomer)(3.1 g) in methanol (22 ml), tetrahydrofuran (10 ml) and conc. hydrochloric acid (1.3 g) was stirred for 2.5 hours at ambient temperature. The reaction mixture was added to a mixture of water and ethyl acetate, and adjusted to pH 7.5 with a saturated aqueous sodium bicarbonate. The separated aqueous layer was adjusted to pH 3.0 with 10% hydrochloric acid. The precip...